From a dataset of the Open Reaction Database (ORD), a public repository of structured organic reaction records. describe an organic reaction: reactants, conditions, products, and yield Reactants: CC1CO1, c1cc2c(ccc3cc[nH]c32)cn1. Product: CC(O)Cn1ccc2ccc3cnccc3c21. Reaction SMILES: [CH2:14]1[CH:15]([CH3:16])[O:17]1.[nH:1]1[cH:2][cH:3][c:4]2[c:5]1[c:6]1[cH:7][cH:8][n:9][cH:10][c:11]1[cH:12][cH:13]2>>[n:1]1([CH2:14][CH:15]([CH3:16])[OH:17])[cH:2][cH:3][c:4]2[c:5]1[c:6]1[cH:7][cH:8][n:9][cH:10][c:11]1[cH:12][cH:13]2. Reactants: Cl.C(CCCC)(=N)N (valeramidine hydrochloride), ClC1=C(C=CC=C1)C(C(=O)OCC)C(=O)C (ethyl 2-(2-chlorophenyl)acetoacetate), [Cl-].[NH4+] (ammonium chloride). Reagents/catalysts: C[O-].[Na+] (sodium methoxide). Solvent: CN(C)C=O (DMF), [Cl-].[Na+].O (brine). Yields the product C(CCC)C1=NC(=C(C(N1)=O)C1=C(C=CC=C1)Cl)C (2-Butyl-5-(2-chlorophenyl)-6-methylpyrimidin-4(3H)-one). Yield: 18.4%. Reaction SMILES: Cl.[C:2]([NH2:8])(=[NH:7])[CH2:3][CH2:4][CH2:5][CH3:6].[Cl:9][C:10]1[CH:15]=[CH:14][CH:13]=[CH:12][C:11]=1[CH:16]([C:22]([CH3:24])=O)[C:17](OCC)=[O:18].[Cl-].[NH4+]>CN(C=O)C.[Cl-].[Na+].O.C[O-].[Na+]>[CH2:3]([C:2]1[NH:8][C:17](=[O:18])[C:16]([C:11]2[CH:12]=[CH:13][CH:14]=[CH:15][C:10]=2[Cl:9])=[C:22]([CH3:24])[N:7]=1)[CH2:4][CH2:5][CH3:6] |f:0.1,3.4,6.7.8,9.10|. Procedure details: A solution of 4.5 g valeramidine hydrochloride, 1.9 mg sodium methoxide, and 1.0 g ethyl 2-(2-chlorophenyl)acetoacetate in 20 mL DMF was heated to 150° C. for 20 hours. After cooling to room temperature, the reaction mixture was poured into a mixture of brine and saturated ammonium chloride solutions then was extracted three times with ether. The combined organic material was dried over MgSO4, stripped of solvent in vacuo, and MPLC'd in 40% ethyl acetate/hexane to give 212 mg of the title compou... Starting materials: CO (carbinol), 1-hydroxy-1-(C1 -C7 alkyl)benzyl, Grignard reagent, carbinols, carbonyl, C(=O)=C1N=C2C(=N1)C=CC=C2 (carbonyl benzimidazole), C(C)(C)S(=O)(=O)N1C(=NC2=C1C=C(C=C2)C(C2=CC=CC=C2)=O)N (1-isopropylsulfonyl-2-amino-6-benzoylbenzimidazole), C(C)[Mg]Br (ethylmagnesium bromide). The solvent is C(C)OCC (ethyl ether). The product is C(C)(C)S(=O)(=O)N1C(=NC2=C1C=C(C=C2)C(CC)(O)C2=CC=CC=C2)N (1-isopropylsulfonyl-2-amino-6-(1-phenyl-1-hydroxy-1-propyl)benzimidazole). Reaction SMILES: [C:1](=[C:3]1N=C2C=CC=CC2=N1)=O.[CH:12]([S:15]([N:18]1[C:22]2[CH:23]=[C:24]([C:27](=[O:34])[C:28]3[CH:33]=[CH:32][CH:31]=[CH:30][CH:29]=3)[CH:25]=[CH:26][C:21]=2[N:20]=[C:19]1[NH2:35])(=[O:17])=[O:16])([CH3:14])[CH3:13].C([Mg]Br)C.CO>C(OCC)C>[CH:12]([S:15]([N:18]1[C:22]2[CH:23]=[C:24]([C:27]([C:28]3[CH:33]=[CH:32][CH:31]=[CH:30][CH:29]=3)([OH:34])[CH2:1][CH3:3])[CH:25]=[CH:26][C:21]=2[N:20]=[C:19]1[NH2:35])(=[O:16])=[O:17])([CH3:14])[CH3:13]. Procedure: The 1-hydroxy-1-(C1 -C7 alkyl)benzyl derivatives, the carbinols, can also be prepared by reacting the corresponding carbonyl derivative with the appropriate Grignard reagent followed by hydrolysis. The carbonyl benzimidazole, 1-isopropylsulfonyl-2-amino-6-benzoylbenzimidazole, is reacted with ethylmagnesium bromide in anhydrous ethyl ether and then hydrolyzed to form the carbinol, 1-isopropylsulfonyl-2-amino-6-(1-phenyl-1-hydroxy-1-propyl)benzimidazole. The Grignard reagent, ethylmagnesium bromi... The reactants are COC1=C(C=2C3=C(C(NC2C=C1)=O)SC=C3)C3=CC=C(C=C3)[C@@H](CN(C(OC(C)(C)C)=O)C)C ((S)-tert-butyl 2-(4-(8-methoxy-4-oxo-4,5-dihydrothieno[2,3-c]quinolin-9-yl)phenyl)propyl(methyl)carbamate), C1CC(=O)N(C1=O)Br (NBS). Product: BrC1=CC(=C(C=2C3=C(C(NC12)=O)SC=C3)C3=CC=C(C=C3)[C@@H](CN(C(OC(C)(C)C)=O)C)C)OC ((S)-tert-butyl 2-(4-(6-bromo-8-methoxy-4-oxo-4,5-dihydrothieno[2,3-c]quinolin-9-yl)phenyl)propyl(methyl)carbamate). Isolated yield 43.0%. Reaction SMILES: [CH3:1][O:2][C:3]1[CH:12]=[CH:11][C:10]2[NH:9][C:8](=[O:13])[C:7]3[S:14][CH:15]=[CH:16][C:6]=3[C:5]=2[C:4]=1[C:17]1[CH:22]=[CH:21][C:20]([C@H:23]([CH3:34])[CH2:24][N:25]([CH3:33])[C:26](=[O:32])[O:27][C:28]([CH3:31])([CH3:30])[CH3:29])=[CH:19][CH:18]=1.C1C(=O)N([Br:42])C(=O)C1>>[Br:42][C:11]1[C:10]2[NH:9][C:8](=[O:13])[C:7]3[S:14][CH:15]=[CH:16][C:6]=3[C:5]=2[C:4]([C:17]2[CH:22]=[CH:21][C:20]([C@H:23]([CH3:34])[CH2:24][N:25]([CH3:33])[C:26](=[O:32])[O:27][C:28]([CH3:29])([CH3:30])[CH3:31])=[CH:19][CH:18]=2)=[C:3]([O:2][CH3:1])[CH:12]=1. Reported procedure: Following General Procedure I, (S)-tert-butyl 2-(4-(8-methoxy-4-oxo-4,5-dihydrothieno[2,3-c]quinolin-9-yl)phenyl)propyl(methyl)carbamate (1.0 g, 2.0 mmol was reacted with NBS (446 mg, 2.5 mmol) to afford the desired product (500 mg, 43%) as a yellow solid: ESI MS m/z 557 [C27H29BrN2O4S+H]+. The reactants are C(=O)(O)[O-].[Na+] (NaHCO3), C(C)(C)(C)OC(=O)N1C(CC2=CC=C(C=C12)Cl)=O (6-chloro-2-oxo-2,3-dihydro-indole-1-carboxylic acid tert-butyl ester), C([O-])([O-])=O.[K+].[K+] (potassium carbonate), C=O (paraformaldehyde). Solvent: C1CCOC1 (THF). Run at temperature 20 celsius, time 2 hour. The product is C(C)(C)(C)OC(=O)N1C(C(C2=CC=C(C=C12)Cl)(CO)CO)=O (6-Chloro-3,3-bis-hydroxymethyl-2-oxo-2,3-dihydro-indole-1-carboxylic acid tert-butyl ester). As a reaction SMILES: [C:1]([O:5][C:6]([N:8]1[C:16]2[C:11](=[CH:12][CH:13]=[C:14]([Cl:17])[CH:15]=2)[CH2:10][C:9]1=[O:18])=[O:7])([CH3:4])([CH3:3])[CH3:2].[C:19](=[O:22])([O-])[O-].[K+].[K+].C=O.[C:27]([O-])(O)=[O:28].[Na+]>C1COCC1>[C:1]([O:5][C:6]([N:8]1[C:16]2[C:11](=[CH:12][CH:13]=[C:14]([Cl:17])[CH:15]=2)[C:10]([CH2:19][OH:22])([CH2:27][OH:28])[C:9]1=[O:18])=[O:7])([CH3:4])([CH3:2])[CH3:3] |f:1.2.3,5.6|. Reported procedure: A mixture of 6-chloro-2-oxo-2,3-dihydro-indole-1-carboxylic acid tert-butyl ester (2.7 g, 10.1 mmol), potassium carbonate (4.2 g, 30.3 mmol), THF (150 mL) and paraformaldehyde (7.2 g, 0.24 mol) was stirred at 20° C. for 2 h then was poured onto ice (100 g) and saturated aqueous NaHCO3 (100 mL) and extracted with EtOAc (4×100 mL). The combined organic extracts were dried (Na2SO4) and evaporated in vacuo. Chromatography (SiO2; gradient elution with 30-100% EtOAc in petrol) gave an orange solid (3.... Reactants: S1C(=NC2=C1C=CC=C2)C2=CC(=C(OCCCCCCOC(C(=C)C)=O)C(=C2)OC)OC (2-Methylacrylic acid 6-(4-benzothiazol-2-yl-2,6-dimethoxyphenoxy)hexyl ester), O=C1OC2=CC(=CC=C2C=C1)OC(C1=CC=C(C=C1)OCCCCCCOC(C(=C)C)=O)=O (4-[6-(methacryloyloxy)hexyloxy]benzoic acid 2-oxo-2H-chromen-7-yl ester), Compound 25. Yields the product O=C1OC2=CC(=CC=C2C=C1)OC(C1=CC=C(C=C1)OCCCCCCOC(C(=C)C)=O)=O.S1C(=NC2=C1C=CC=C2)C2=CC(=C(OCCCCCCOC(C(=C)C)=O)C(=C2)OC)OC (2-Methylacrylic acid 6-(4-benzothiazol-2-yl-2,6-dimethoxyphenoxy)hexyl ester 4-[6-(methacryloyloxy)hexyloxy]benzoic acid 2-oxo-2H-chromen-7-yl ester). Reaction SMILES: [S:1]1[C:5]2[CH:6]=[CH:7][CH:8]=[CH:9][C:4]=2[N:3]=[C:2]1[C:10]1[CH:28]=[C:27]([O:29][CH3:30])[C:13]([O:14][CH2:15][CH2:16][CH2:17][CH2:18][CH2:19][CH2:20][O:21][C:22](=[O:26])[C:23]([CH3:25])=[CH2:24])=[C:12]([O:31][CH3:32])[CH:11]=1.[O:33]=[C:34]1[CH:43]=[CH:42][C:41]2[C:36](=[CH:37][C:38]([O:44][C:45](=[O:65])[C:46]3[CH:51]=[CH:50][C:49]([O:52][CH2:53][CH2:54][CH2:55][CH2:56][CH2:57][CH2:58][O:59][C:60](=[O:64])[C:61]([CH3:63])=[CH2:62])=[CH:48][CH:47]=3)=[CH:39][CH:40]=2)[O:35]1>>[O:33]=[C:34]1[CH:43]=[CH:42][C:41]2[C:36](=[CH:37][C:38]([O:44][C:45](=[O:65])[C:46]3[CH:51]=[CH:50][C:49]([O:52][CH2:53][CH2:54][CH2:55][CH2:56][CH2:57][CH2:58][O:59][C:60](=[O:64])[C:61]([CH3:63])=[CH2:62])=[CH:48][CH:47]=3)=[CH:39][CH:40]=2)[O:35]1.[S:1]1[C:5]2[CH:6]=[CH:7][CH:8]=[CH:9][C:4]=2[N:3]=[C:2]1[C:10]1[CH:11]=[C:12]([O:31][CH3:32])[C:13]([O:14][CH2:15][CH2:16][CH2:17][CH2:18][CH2:19][CH2:20][O:21][C:22](=[O:26])[C:23]([CH3:25])=[CH2:24])=[C:27]([O:29][CH3:30])[CH:28]=1 |f:2.3|. Reported procedure: Compound 26 was prepared by copolymerisation of 2-Methylacrylic acid 6-(4-benzothiazol-2-yl-2,6-dimethoxyphenoxy)hexyl ester with 4-[6-(methacryloyloxy)hexyloxy]benzoic acid 2-oxo-2H-chromen-7-yl ester in a method analogous to the copolymerisation step of Compound 25. Starting materials: S(O)(O)(=O)=O (sulfuric acid), C([O-])([O-])=O.[Na+].[Na+] (sodium carbonate), C1(CCCCC1)C1=CC=CC=C1 (Cyclohexylbenzene), [O-]O.C1(CCCCC1)C1=CC=CC=C1 (cyclohexylbenzene hydroperoxide). Conditions: time 10 minute. Yields the product C1(=CC=CC=C1)O (phenol), C1(CCCCC1)=O (cyclohexanone). As a reaction SMILES: [CH:1]1(C2C=CC=CC=2)[CH2:6][CH2:5][CH2:4][CH2:3][CH2:2]1.[O-]O.[CH:15]1(C2C=CC=CC=2)[CH2:20][CH2:19][CH2:18][CH2:17][CH2:16]1.S(=O)(=O)(O)[OH:28].C(=O)([O-])[O-:33].[Na+].[Na+]>>[C:1]1([OH:28])[CH:6]=[CH:5][CH:4]=[CH:3][CH:2]=1.[C:15]1(=[O:33])[CH2:20][CH2:19][CH2:18][CH2:17][CH2:16]1 |f:1.2,4.5.6|. Procedure details: Cyclohexylbenzene oxidation products (including cyclohexylbenzene hydroperoxide, CHBHP) using NHPI as the first catalyst with varying CHBHP concentrations are used (without first concentrating the hydroperoxide) in this example. An amount of 5.0 milliliters of such feed was charged into a glass flask held at 58° C. Toward this feed was added 5000 ppm of sulfuric acid diluted in acetone in a semi-batch mode. Cleavage reaction occurred instantaneously as indicated by the reaction exotherm. An aliq... Starting materials: CCOC(C)=O, CN1CCCC1CCCl, [H-], [Na+], Oc1ccc(-c2nnc(CSCCOc3ccccc3)o2)cc1, CN(C)C=O, O. Product: CN1CCCC1CCOc1ccc(-c2nnc(CSCCOc3ccccc3)o2)cc1. Reaction SMILES: [CH3:40][CH2:41][O:42][C:43](=[O:44])[CH3:45].[Cl:26][CH2:27][CH2:28][CH:29]1[N:30]([CH3:34])[CH2:31][CH2:32][CH2:33]1.[H-:25].[Na+:24].[O:1]([c:2]1[cH:3][cH:4][cH:5][cH:6][cH:7]1)[CH2:8][CH2:9][S:10][CH2:11][c:12]1[n:13][n:14][c:15](-[c:17]2[cH:18][cH:19][c:20]([OH:23])[cH:21][cH:22]2)[o:16]1.[O:35]=[CH:36][N:37]([CH3:38])[CH3:39].[OH2:46]>>[O:1]([c:2]1[cH:3][cH:4][cH:5][cH:6][cH:7]1)[CH2:8][CH2:9][S:10][CH2:11][c:12]1[n:13][n:14][c:15](-[c:17]2[cH:18][cH:19][c:20]([O:23][CH2:27][CH2:28][CH:29]3[N:30]([CH3:34])[CH2:31][CH2:32][CH2:33]3)[cH:21][cH:22]2)[o:16]1. The reactants are O=C1CCC(=O)N1Br, ClC(Cl)(Cl)Cl, Cc1ccc(-c2c(C#N)oc3ccccc23)cc1, CCCCCC, CC(C)(C#N)N=NC(C)(C)C#N. The product is N#Cc1oc2ccccc2c1-c1ccc(CBr)cc1. As a reaction SMILES: [Br:19][N:20]1[C:21](=[O:22])[CH2:23][CH2:24][C:25]1=[O:26].[C:45]([Cl:46])([Cl:47])([Cl:48])[Cl:49].[CH3:1][c:2]1[cH:3][cH:4][c:5](-[c:8]2[c:9]3[c:10]([o:11][c:12]2[C:13]#[N:14])[cH:15][cH:16][cH:17][cH:18]3)[cH:6][cH:7]1.[CH3:39][CH2:40][CH2:41][CH2:42][CH2:43][CH3:44].[N:27]([C:28]([CH3:29])([CH3:30])[C:31]#[N:32])=[N:33][C:34]([CH3:35])([CH3:36])[C:37]#[N:38]>>[CH2:1]([c:2]1[cH:3][cH:4][c:5](-[c:8]2[c:9]3[c:10]([o:11][c:12]2[C:13]#[N:14])[cH:15][cH:16][cH:17][cH:18]3)[cH:6][cH:7]1)[Br:19].